Dataset: the Open Reaction Database (ORD), a public repository of structured organic reaction records. Task: describe an organic reaction: reactants, conditions, products, and yield Starting materials: C, CC(=O)C1COCC(c2cc(F)c(F)c(F)c2)N1C(=O)OCc1ccccc1, CCO, [Pd]. RXN SMILES: [C:32].[CH2:1]([O:2][C:3](=[O:4])[N:11]1[CH:12]([C:26]([CH3:27])=[O:28])[CH2:13][O:14][CH2:15][CH:16]1[c:17]1[cH:18][c:19]([F:25])[c:20]([F:24])[c:21]([F:23])[cH:22]1)[c:5]1[cH:6][cH:7][cH:8][cH:9][cH:10]1.[CH3:29][CH2:30][OH:31].[Pd:33]>>[NH:11]1[CH:12]([C:26]([CH3:27])=[O:28])[CH2:13][O:14][CH2:15][CH:16]1[c:17]1[cH:18][c:19]([F:25])[c:20]([F:24])[c:21]([F:23])[cH:22]1. Product: CC(=O)C1COCC(c2cc(F)c(F)c(F)c2)N1. Product: Cn1ccc2c(Nc3nc(NC4CCCCC4N)ncc3C(N)=O)cccc21. Reactants: CCN(C(C)C)C(C)C, CC(C)(C)OC(=O)NC1CCCCC1N, Cn1ccc2c(Nc3nc(On4nnc5ccccc54)ncc3C(N)=O)cccc21. As a reaction SMILES: [CH:46]([N:47]([CH2:48][CH3:49])[CH:50]([CH3:51])[CH3:52])([CH3:53])[CH3:54].[NH2:31][CH:32]1[CH:33]([NH:38][C:39](=[O:40])[O:41][C:42]([CH3:43])([CH3:44])[CH3:45])[CH2:34][CH2:35][CH2:36][CH2:37]1.[n:1]1([O:2][c:11]2[n:12][cH:13][c:14]([C:28](=[O:29])[NH2:30])[c:15]([NH:17][c:18]3[c:19]4[cH:20][cH:21][n:22]([CH3:27])[c:23]4[cH:24][cH:25][cH:26]3)[n:16]2)[c:3]2[cH:4][cH:5][cH:6][cH:7][c:8]2[n:9][n:10]1>>[c:11]1([NH:38][CH:33]2[CH:32]([NH2:31])[CH2:37][CH2:36][CH2:35][CH2:34]2)[n:12][cH:13][c:14]([C:28](=[O:29])[NH2:30])[c:15]([NH:17][c:18]2[c:19]3[cH:20][cH:21][n:22]([CH3:27])[c:23]3[cH:24][cH:25][cH:26]2)[n:16]1. Starting materials: C[N+]1(CCOCC1)[O-] (N-methylmorpholine-N-oxide), BrCC1=CC=C(C2=C1C=CO2)F (4-bromomethyl-7-fluoro-benzofuran). Solvent: C(C)#N (acetonitrile), C(C)#N (acetonitrile). Conditions: time 8 hour. Yields the product FC=1C=CC(=C2C=COC21)C=O (7-Fluoro-benzofuran-4-carbaldehyde). As a reaction SMILES: C[N+]1([O-])CC[O:5]CC1.Br[CH2:10][C:11]1[C:16]2[CH:17]=[CH:18][O:19][C:15]=2[C:14]([F:20])=[CH:13][CH:12]=1>C(#N)C>[F:20][C:14]1[CH:13]=[CH:12][C:11]([CH:10]=[O:5])=[C:16]2[C:15]=1[O:19][CH:18]=[CH:17]2. Reported procedure: A solution of the N-methylmorpholine-N-oxide (22.24) in acetonitrile (250 ml) containing 3 Å molecular sieves (8.71 g) was stirred at room temperature overnight, then cooled in ice. A solution of 4-bromomethyl-7-fluoro-benzofuran (23.45 g) in acetonitrile (50 ml) was added and the mixture stirred for 4 h. The mixture was filtered and the filtrate evaporated to dryness. Water and ether were added to the residue and the organic phase separated, washed with brine (2×200 ml), dried (MgSO4) and evapo... Reactants: BrC1=CN=C2C(=N1)N(C(N2)=O)CC2=CC(=CC=C2)[N+](=O)[O-] (6-bromo-1-(3-nitrobenzyl)-1,3-dihydroimidazo[4,5-b]pyrazin-2-one), COC=1C=C(C=C(C1OC)OC)B(O)O (3,4,5-trimethoxyphenyl boronic acid), C([O-])([O-])=O.[K+].[K+] (potassium carbonate). The reagents and catalysts are C1=CC=C(C=C1)[PH+](C2=CC=CC=C2)[C]3[CH][CH][CH][CH]3.C1=CC=C(C=C1)[PH+](C2=CC=CC=C2)[C]3[CH][CH][CH][CH]3.C(Cl)Cl.Cl[Pd]Cl.[Fe] (dichloro[1,1′-bis(diphenylphosphino)ferrocene]palladium(II) dichloromethane adduct). Run in O1CCOCC1 (dioxane). Conditions: temperature 95 celsius, time 8 hour. The product is [N+](=O)([O-])C=1C=C(CN2C(NC=3C2=NC(=CN3)C3=CC(=C(C(=C3)OC)OC)OC)=O)C=CC1 (1-(3-nitrobenzyl)-6-(3,4,5-trimethoxyphenyl)-1,3-dihydroimidazo[4,5-b]pyrazin-2-one). The yield is 69.4%. As a reaction SMILES: Br[C:2]1[N:7]=[C:6]2[N:8]([CH2:12][C:13]3[CH:18]=[CH:17][CH:16]=[C:15]([N+:19]([O-:21])=[O:20])[CH:14]=3)[C:9](=[O:11])[NH:10][C:5]2=[N:4][CH:3]=1.[CH3:22][O:23][C:24]1[CH:25]=[C:26](B(O)O)[CH:27]=[C:28]([O:32][CH3:33])[C:29]=1[O:30][CH3:31].C(=O)([O-])[O-].[K+].[K+]>O1CCOCC1.C1C=CC([PH+]([C]2[CH][CH][CH][CH]2)C2C=CC=CC=2)=CC=1.C1C=CC([PH+]([C]2[CH][CH][CH][CH]2)C2C=CC=CC=2)=CC=1.C(Cl)Cl.Cl[Pd]Cl.[Fe]>[N+:19]([C:15]1[CH:14]=[C:13]([CH:18]=[CH:17][CH:16]=1)[CH2:12][N:8]1[C:6]2=[N:7][C:2]([C:26]3[CH:27]=[C:28]([O:32][CH3:33])[C:29]([O:30][CH3:31])=[C:24]([O:23][CH3:22])[CH:25]=3)=[CH:3][N:4]=[C:5]2[NH:10][C:9]1=[O:11])([O-:21])=[O:20] |f:2.3.4,6.7.8.9.10,^1:53,54,55,56,57,71,72,73,74,75|. Procedure: To a solution of 6-bromo-1-(3-nitrobenzyl)-1,3-dihydroimidazo[4,5-b]pyrazin-2-one (95 mg, 0.27 mmol), 3,4,5-trimethoxyphenyl boronic acid (65 mg, 0.30 mmol) and potassium carbonate (120 mg, 0.88 mmol) in degassed 20% aq. dioxane (2.5 mL) was added dichloro[1,1′-bis(diphenylphosphino)ferrocene]palladium(II) dichloromethane adduct (24 mg, 0.029 mmol) under an argon atmosphere. The mixture was stirred at 95° C. overnight, then cooled to room temperature and concentrated under reduced pressure. Puri... Starting materials: BrC1=CC(=CC=2C(=CSC21)C([C@H](CCC)C2=CC=C(C(=O)NCCC(=O)OCC)C=C2)C2=CC=C(C=C2)Cl)Cl (ethyl N-(4-{(1S)-1-[(7-bromo-5-chloro-1-benzothien-3-yl)(4-chlorophenyl)methyl]butyl}benzoyl)-β-alaninate), CN(C)C=O (DMF). The reagents and catalysts are [C-]#N.[Zn+2].[C-]#N (zinc cyanide), C=1C=CC(=CC1)[P](C=2C=CC=CC2)(C=3C=CC=CC3)[Pd]([P](C=4C=CC=CC4)(C=5C=CC=CC5)C=6C=CC=CC6)([P](C=7C=CC=CC7)(C=8C=CC=CC8)C=9C=CC=CC9)[P](C=1C=CC=CC1)(C=1C=CC=CC1)C=1C=CC=CC1 (tetrakis(triphenylphosphine)palladium(0)). Conditions: temperature 80 celsius. Product: ClC=1C=C(C2=C(C(=CS2)C([C@H](CCC)C2=CC=C(C(=O)NCCC(=O)OCC)C=C2)C2=CC=C(C=C2)Cl)C1)C#N (Ethyl N-(4-{(1S)-1-[(5-chloro-7-cyano-1-benzothien-3-yl)(4-chlorophenyl)methyl]butyl}benzoyl)-β-alaninate). RXN SMILES: Br[C:2]1[C:10]2[S:9][CH:8]=[C:7]([CH:11]([C:32]3[CH:37]=[CH:36][C:35]([Cl:38])=[CH:34][CH:33]=3)[C@@H:12]([C:16]3[CH:31]=[CH:30][C:19]([C:20]([NH:22][CH2:23][CH2:24][C:25]([O:27][CH2:28][CH3:29])=[O:26])=[O:21])=[CH:18][CH:17]=3)[CH2:13][CH2:14][CH3:15])[C:6]=2[CH:5]=[C:4]([Cl:39])[CH:3]=1.[CH3:40][N:41](C=O)C>[C-]#N.[Zn+2].[C-]#N.C1C=CC([P]([Pd]([P](C2C=CC=CC=2)(C2C=CC=CC=2)C2C=CC=CC=2)([P](C2C=CC=CC=2)(C2C=CC=CC=2)C2C=CC=CC=2)[P](C2C=CC=CC=2)(C2C=CC=CC=2)C2C=CC=CC=2)(C2C=CC=CC=2)C2C=CC=CC=2)=CC=1>[Cl:39][C:4]1[CH:3]=[C:2]([C:40]#[N:41])[C:10]2[S:9][CH:8]=[C:7]([CH:11]([C:32]3[CH:37]=[CH:36][C:35]([Cl:38])=[CH:34][CH:33]=3)[C@@H:12]([C:16]3[CH:31]=[CH:30][C:19]([C:20]([NH:22][CH2:23][CH2:24][C:25]([O:27][CH2:28][CH3:29])=[O:26])=[O:21])=[CH:18][CH:17]=3)[CH2:13][CH2:14][CH3:15])[C:6]=2[CH:5]=1 |f:2.3.4,^1:53,55,74,93|. Procedure details: A degassed mixture of ethyl N-(4-{(1S)-1-[(7-bromo-5-chloro-1-benzothien-3-yl)(4-chlorophenyl)methyl]butyl}benzoyl)-β-alaninate (0.128 g, 0.198 mmol), zinc cyanide (0.046 g, 0.40 mmol) and tetrakis(triphenylphosphine)palladium(0) (0.114 g, 0.099 mmol) in anhydrous DMF (2.9 mL) was heated at 80° C. for 2.5 hours. After cooling to room temperature, the solution was concentrated, then the residue was purified by silica gel chromatography eluting with 35% EtOAc/hexanes. The resulting material was fu...